Dataset: the Open Reaction Database (ORD), a public repository of structured organic reaction records. Task: describe an organic reaction: reactants, conditions, products, and yield RXN SMILES: [C:1]([C@@H:3]([NH:5][C:6](=[O:12])OC(C)(C)C)[CH3:4])#[N:2].[O:13]([C:20]1[CH:28]=[CH:27][C:23](C(O)=O)=[CH:22][CH:21]=1)[C:14]1[CH:19]=[CH:18][CH:17]=[CH:16][CH:15]=1>>[C:1]([C@@H:3]([NH:5][C:6](=[O:12])[C:23]1[CH:27]=[CH:28][C:20]([O:13][C:14]2[CH:19]=[CH:18][CH:17]=[CH:16][CH:15]=2)=[CH:21][CH:22]=1)[CH3:4])#[N:2]. Procedure details: General procedure D was used to deprotect 1.2 mmols of 4 and immediately coupled to 1.2 mmols of 25 using general procedure F. The title product was purified by flash chromatography with ethyl acetate and hexanes to yield 0.53 mmol (0.14 g). 1H NMR (300 MHz, CDCl3) δ 7.87-7.65 (m, 3H), 7.39 (t, J=7.8, 2H), 7.20 (d, J=6.7, 1H), 7.10-6.90 (m, 5H), 6.76 (s, 2H), 5.26-5.03 (m, 1H), 1.65 (d, J=7.2, 3H). Reactants: C(#N)[C@H](C)NC(OC(C)(C)C)=O ((S)-tert-butyl 1-cyanoethylcarbamate), O(C1=CC=CC=C1)C1=CC=C(C(=O)O)C=C1 (4-phenoxybenzoic acid). The product is C(#N)[C@H](C)NC(C1=CC=C(C=C1)OC1=CC=CC=C1)=O ((S)—N-(1-cyanoethyl)-4-phenoxybenzamide).